This data is from the Open Reaction Database (ORD), a public repository of structured organic reaction records. The task is: describe an organic reaction: reactants, conditions, products, and yield Starting materials: BrN1C(CCC1=O)=O (N-bromosuccinimide), BrN1C(CCC1=O)=O (N-bromosuccinimide), C(CCCCCCCCCCCCCCCCCCCCC)(=O)[O-].[Ag+] (silver behenate). Run in CC(=O)C (acetone), CC(=O)C (acetone). Yields the product [Ag]Br (silver bromide), C(CCCCCCCCCCCCCCCCCCCCC)(=O)[O-].[Ag+] (silver behenate). As a reaction SMILES: [C:1]([O-:24])(=[O:23])[CH2:2][CH2:3][CH2:4][CH2:5][CH2:6][CH2:7][CH2:8][CH2:9][CH2:10][CH2:11][CH2:12][CH2:13][CH2:14][CH2:15][CH2:16][CH2:17][CH2:18][CH2:19][CH2:20][CH2:21][CH3:22].[Ag+:25].[Br:26]N1C(=O)CCC1=O>CC(C)=O>[Ag:25][Br:26].[C:1]([O-:24])(=[O:23])[CH2:2][CH2:3][CH2:4][CH2:5][CH2:6][CH2:7][CH2:8][CH2:9][CH2:10][CH2:11][CH2:12][CH2:13][CH2:14][CH2:15][CH2:16][CH2:17][CH2:18][CH2:19][CH2:20][CH2:21][CH3:22].[Ag+:25] |f:0.1,5.6|. Procedure: Next, while the thus-obtained polymer dispersion of silver behenate was maintained at a temperature of 50° C. and stirred at 500 r.p.m., an acetone solution of N-bromosuccinimide prepared at 25° C. (0.7 g of N-bromosuccinimide and 50 ml of acetone) was added thereto. The resulting mixture was further stirred for 60 minutes. Thus, a polymer dispersion of silver bromide and silver behenate was obtained.